Dataset: the Open Reaction Database (ORD), a public repository of structured organic reaction records. Task: describe an organic reaction: reactants, conditions, products, and yield Reactants: ClC=1C(=NC=C(C(=O)OCC)C1)N[C@H]1CN(CCC1)CC1CCCCC1 (ethyl 5-chloro-6-{[(3R)-1-(cyclohexylmethyl)-3-piperidinyl]amino}nicotinate), [Li] (lithium), O.O.O.O.C(=O)([O-])C(O)C(O)C(=O)[O-].[Na+].[K+] (potassium sodium (+)-tartrate tetrahydrate). The solvent is O1CCCC1 (tetrahydrofuran). Conditions: time 3 hour. The product is ClC=1C=C(C=NC1N[C@H]1CN(CCC1)CC1CCCCC1)CO ((5-chloro-6-{[(3R)-1-(cyclohexylmethyl)-3-piperidinyl]amino}-3-pyridinyl)methanol). The yield is 73.6%. As a reaction SMILES: [Cl:1][C:2]1[C:3]([NH:13][C@@H:14]2[CH2:19][CH2:18][CH2:17][N:16]([CH2:20][CH:21]3[CH2:26][CH2:25][CH2:24][CH2:23][CH2:22]3)[CH2:15]2)=[N:4][CH:5]=[C:6]([CH:12]=1)[C:7](OCC)=[O:8].[Li].O.O.O.O.C(C(C(C([O-])=O)O)O)([O-])=O.[Na+].[K+]>O1CCCC1>[Cl:1][C:2]1[CH:12]=[C:6]([CH2:7][OH:8])[CH:5]=[N:4][C:3]=1[NH:13][C@@H:14]1[CH2:19][CH2:18][CH2:17][N:16]([CH2:20][CH:21]2[CH2:22][CH2:23][CH2:24][CH2:25][CH2:26]2)[CH2:15]1 |f:2.3.4.5.6.7.8,^1:26|. Procedure details: To a stirred solution of ethyl 5-chloro-6-{[(3R)-1-(cyclohexylmethyl)-3-piperidinyl]amino}nicotinate (321 mg) in tetrahydrofuran (6 mL) was added lithium aluminumhydride (80.2 mg) portionwise in an ice bath and the resulting suspension was stirred at the same temperature for three hours. To this was added saturated aqueous potassium sodium (+)-tartrate tetrahydrate solution portionwise at the same temperature and the mixture was stirred at ambient temperature for one hour. The mixture was extrac... Reactants: CCOC(=O)C(C)(C)Br, O=C([O-])[O-], CCO, CN(C)C=O, Cl, [K+], [K+], [Na+], [OH-], O, Oc1cccc2[nH]c3ccccc3c12, CCOC(=O)C(C)(C)Oc1cccc2[nH]c3ccccc3c12. Product: CC(C)(Oc1cccc2[nH]c3ccccc3c12)C(=O)O. Reaction SMILES: [Br:21][C:22]([CH3:23])([CH3:24])[C:25]([O:26][CH2:27][CH3:28])=[O:29].[C:1](=[O:2])([O-:3])[O-:4].[CH3:55][CH2:56][OH:57].[CH3:59][N:60]([CH3:61])[CH:62]=[O:63].[ClH:54].[K+:5].[K+:6].[Na+:31].[OH-:30].[OH2:58].[OH:7][c:8]1[c:9]2[c:10]3[c:11]([cH:12][cH:13][cH:14][cH:15]3)[nH:16][c:17]2[cH:18][cH:19][cH:20]1.[cH:32]1[cH:33][cH:34][c:35]([O:45][C:46]([C:47](=[O:48])[O:49][CH2:50][CH3:51])([CH3:52])[CH3:53])[c:36]2[c:37]3[cH:38][cH:39][cH:40][cH:41][c:42]3[nH:43][c:44]12>>[cH:32]1[cH:33][cH:34][c:35]([O:45][C:46]([C:47](=[O:48])[OH:49])([CH3:52])[CH3:53])[c:36]2[c:37]3[cH:38][cH:39][cH:40][cH:41][c:42]3[nH:43][c:44]12. The reactants are COCCOC1=CC=C(C=C1)C(=O)C1CCC(=O)O1 (4-(4-(2-methoxyethoxy)-phenyl-carbonyl)-γ-butyrolactone), O.NN (hydrazine hydrate), C(C)O (ethanol). The product is COCCOC1=CC=C(C=C1)C=1C(CC(NN1)=O)CO (6-(4-(2-Methoxyethoxy)-phenyl)-5-hydroxymethyl-2,3,4,5-tetrahydro-pyridazin-3-one). As a reaction SMILES: [CH3:1][O:2][CH2:3][CH2:4][O:5][C:6]1[CH:11]=[CH:10][C:9]([C:12]([CH:14]2OC(=O)[CH2:16][CH2:15]2)=O)=[CH:8][CH:7]=1.[OH2:20].[NH2:21][NH2:22].[CH2:23]([OH:25])C>>[CH3:1][O:2][CH2:3][CH2:4][O:5][C:6]1[CH:7]=[CH:8][C:9]([C:12]2[CH:14]([CH2:23][OH:25])[CH2:15][C:16](=[O:20])[NH:21][N:22]=2)=[CH:10][CH:11]=1 |f:1.2|. Procedure: 13.7 g (0.052 mol) of 4-(4-(2-methoxyethoxy)-phenyl-carbonyl)-γ-butyrolactone are reacted with 2.8 g (0.056 mol) of hydrazine hydrate in 80 ml of ethanol as described above. Starting materials: C1(CCCCC1)C=O (cyclohexanecarbaldehyde), N1CCCCC1 (piperidine), ClC1=CC=C2CC(NC2=C1)=O (6-chlorooxindole), E- and Z-6-chloro-3-cyclohexylmethylene-1,3-dihydro-indol-2-one. The solvent is CO (methanol). Product: ClC1=CC=C2/C(/C(NC2=C1)=O)=C/C1CCCCC1 (Z-6-chloro-3-cyclohexylmethylene-1,3-dihydro-indol-2-one). Reaction SMILES: [Cl:1][C:2]1[CH:10]=[C:9]2[C:5]([CH2:6][C:7](=[O:11])[NH:8]2)=[CH:4][CH:3]=1.[CH:12]1([CH:18]=O)[CH2:17][CH2:16][CH2:15][CH2:14][CH2:13]1.N1CCCCC1>CO>[Cl:1][C:2]1[CH:10]=[C:9]2[C:5](/[C:6](=[CH:18]/[CH:12]3[CH2:17][CH2:16][CH2:15][CH2:14][CH2:13]3)/[C:7](=[O:11])[NH:8]2)=[CH:4][CH:3]=1. Procedure details: In a manner similar to the method described in example 1a, 6-chlorooxindole (2 g, 11.4 mmol) was reacted with cyclohexanecarbaldehyde (1.53 g, 13.6 mmol) (Aldrich) and piperidine (1.35 mL, 13.6 mmol) in methanol to give a mixture of E- and Z-6-chloro-3-cyclohexylmethylene-1,3-dihydro-indol-2-one as a brown solid (Yield 2.71 g, 91%). Starting materials: COCCN1CCN(CC1)C1=CC(=NC=N1)N (6-[4-(2-methoxyethyl)piperazin-1-yl]pyrimidin-4-amine), [H-].[Na+] (sodium hydride), ClC=1SC(=CN1)C#N (2-chloro-1,3-thiazole-5-carbonitrile). Product: COCCN1CCN(CC1)C1=CC(=NC=N1)NC=1SC(=CN1)C#N (2-({6-[4-(2-methoxyethyl)piperazin-1-yl]pyrimidin-4-yl}amino)-1,3-thiazole-5-carbonitrile). As a reaction SMILES: [CH3:1][O:2][CH2:3][CH2:4][N:5]1[CH2:10][CH2:9][N:8]([C:11]2[N:16]=[CH:15][N:14]=[C:13]([NH2:17])[CH:12]=2)[CH2:7][CH2:6]1.[H-].[Na+].Cl[C:21]1[S:22][C:23]([C:26]#[N:27])=[CH:24][N:25]=1>>[CH3:1][O:2][CH2:3][CH2:4][N:5]1[CH2:6][CH2:7][N:8]([C:11]2[N:16]=[CH:15][N:14]=[C:13]([NH:17][C:21]3[S:22][C:23]([C:26]#[N:27])=[CH:24][N:25]=3)[CH:12]=2)[CH2:9][CH2:10]1 |f:1.2|. Reported procedure: 6-[4-(2-methoxyethyl)piperazin-1-yl]pyrimidin-4-amine 5-3 (0.25 g, 1.05 mmol), sodium hydride (0.842 g, 2.11 mmol), and 2-chloro-1,3-thiazole-5-carbonitrile 2-2 (0.15 g, 1.05 mmol) were treated as in Scheme 4 above. The product 5-4 was purified on a C18 preparative hplc and isolated via lyophilization from dioxane. Hi-Res MS: calc: 346.1445 found: 346.1445. 1H-NMR (DMSO): 9.97 ppm (s, 1H); 8.51 ppm (s, 1H); 8.28 ppm (s, 1H); 6.32 ppm (s, 1H); 4.35 ppm (m, 2H); 3.68 ppm (m, 2H); 3.59 ppm (m, 2H);... The reactants are O=C([O-])[O-], CNCC1CCN(Cc2ccccc2)CC1, CC(C)=O, O=C(CCCI)c1ccc(F)cc1, [K+], [K+]. Yields the product CN(CCCC(=O)c1ccc(F)cc1)CC1CCN(Cc2ccccc2)CC1. Reaction SMILES: [C:30](=[O:31])([O-:32])[O-:33].[CH2:1]([c:2]1[cH:3][cH:4][cH:5][cH:6][cH:7]1)[N:8]1[CH2:9][CH2:10][CH:11]([CH2:14][NH:15][CH3:16])[CH2:12][CH2:13]1.[CH3:36][C:37](=[O:38])[CH3:39].[I:17][CH2:18][CH2:19][CH2:20][C:21](=[O:22])[c:23]1[cH:24][cH:25][c:26]([F:29])[cH:27][cH:28]1.[K+:34].[K+:35]>>[CH2:1]([c:2]1[cH:3][cH:4][cH:5][cH:6][cH:7]1)[N:8]1[CH2:9][CH2:10][CH:11]([CH2:14][N:15]([CH3:16])[CH2:18][CH2:19][CH2:20][C:21](=[O:22])[c:23]2[cH:24][cH:25][c:26]([F:29])[cH:27][cH:28]2)[CH2:12][CH2:13]1. The reactants are Cl (hydrochloric acid), NC=1C(=NC=C(C1)Cl)S (3-Amino-5-chloro-2-mercaptopyridine), ice, Aqueous solution, [OH-].[Na+] (sodium hydroxide), C(=O)(Cl)Cl (phosgene), final mixture. Solvent: C1(=CC=CC=C1)C (toluene). Run at temperature 50 celsius, time 1 hour. The product is ClC=1C=C2C(=NC1)SC(N2)=O (6-chloro-2-oxo-1,2-dihydrothiazolo[5,4-b]pyridine). Isolated yield 69.0%. As a reaction SMILES: [NH2:1][C:2]1[C:3]([SH:9])=[N:4][CH:5]=[C:6]([Cl:8])[CH:7]=1.[C:10](Cl)(Cl)=[O:11].[OH-].[Na+].Cl>C1(C)C=CC=CC=1>[Cl:8][C:6]1[CH:7]=[C:2]2[NH:1][C:10](=[O:11])[S:9][C:3]2=[N:4][CH:5]=1 |f:2.3|. Reported procedure: 3-Amino-5-chloro-2-mercaptopyridine (18.8 g) was added to an ice-cooled solution of phosgene (30 g) in toluene (350 ml). 10% Aqueous solution of sodium hydroxide (300 ml) was added dropwise to the stirred mixtured for a period of 1 hour below 20° C. The final mixture was stirred for 1.5 hous at ambient temperature and then stirred for an additional 1 hour at 50° C. After cooling, the aqueous layer was adjusted to pH 4.0 with 4N hydrochloric acid. The precipitates were collected by filtration, wa... The reactants are ClC1=CC=C2C(=N1)N(C(N2)=O)C (5-Chloro-3-methyl-1,3-dihydro-2H-imidazo[4,5-b]pyridin-2-one), C([O-])([O-])=O.[Cs+].[Cs+] (cesium carbonate), C(C(C)(C)C)I (Neopentyl iodide). Solvent: CN1CCCC1=O (NMP), C(C)(=O)OCC (ethyl acetate), C([O-])(O)=O.[Na+] (sodium bicarbonate). Run at temperature 90 celsius. Yields the product ClC1=CC=C2C(=N1)N(C(N2CC2CC2)=O)C (5-chloro-1-(cyclopropylmethyl)-3-methyl-1,3-dihydro-2H-imidazo[4,5-b]pyridin-2-one). RXN SMILES: [Cl:1][C:2]1[N:7]=[C:6]2[N:8]([CH3:12])[C:9](=[O:11])[NH:10][C:5]2=[CH:4][CH:3]=1.[C:13](=O)([O-])[O-].[Cs+].[Cs+].C(I)[C:20]([CH3:23])(C)[CH3:21]>CN1C(=O)CCC1.C(OCC)(=O)C.C(=O)(O)[O-].[Na+]>[Cl:1][C:2]1[N:7]=[C:6]2[N:8]([CH3:12])[C:9](=[O:11])[N:10]([CH2:13][CH:21]3[CH2:23][CH2:20]3)[C:5]2=[CH:4][CH:3]=1 |f:1.2.3,7.8|. Procedure: 5-Chloro-3-methyl-1,3-dihydro-2H-imidazo[4,5-b]pyridin-2-one (1-3, 2.97 g, 16.2 mmol) and cesium carbonate (15.8 g, 48.6 mmol) were added to a round bottom flask and suspended in NMP (25 mL) under nitrogen. Neopentyl iodide (6.4 g, 32.4 mmol) was added to the suspension and then refluxed at 90° C. overnight. The reaction was then cooled to room temperature and suspended in ethyl acetate and sodium bicarbonate. The suspension was washed with sodium bicarbonate, brine(×5), dried over sodium sulfat... Starting materials: CC(=O)OC(C)=O, Cc1nccc2c(O)cccc12, c1ccncc1. Yields the product CC(=O)Oc1cccc2c(C)nccc12. RXN SMILES: [CH3:13][C:14](=[O:15])[O:16][C:17](=[O:18])[CH3:19].[OH:1][c:2]1[c:3]2[cH:4][cH:5][n:6][c:7]([CH3:12])[c:8]2[cH:9][cH:10][cH:11]1.[cH:20]1[cH:21][cH:22][n:23][cH:24][cH:25]1>>[O:1]([c:2]1[c:3]2[cH:4][cH:5][n:6][c:7]([CH3:12])[c:8]2[cH:9][cH:10][cH:11]1)[C:14]([CH3:13])=[O:15].